From a dataset of the Open Reaction Database (ORD), a public repository of structured organic reaction records. describe an organic reaction: reactants, conditions, products, and yield Reactants: FC1=CC2=C(C(=NO2)C2CCNCC2)C=C1 (6-fluoro-3-(4-piperidinyl)-1,2-benzisoxazole), ClCCCN1C(OC2=C1C=CC(=C2)C(C)=O)=O (N-(3-chloropropyl)-6-acetyl-2-benzoxazolinone), C(=O)([O-])[O-].[K+].[K+] (K2CO3), C(C)#N (acetonitrile). Run in O (water). The product is FC1=CC2=C(C(=NO2)C2CCN(CC2)CCCN2C(OC3=C2C=CC(=C3)C(C)=O)=O)C=C1 (N-[3-[4-(6-fluoro-1,2-benzisoxazol-3yl)-1-piperidinyl]propyl]-6-acetyl-2-benzoxazolinone). The yield is 30.5%. Reaction SMILES: [F:1][C:2]1[CH:16]=[CH:15][C:5]2[C:6]([CH:9]3[CH2:14][CH2:13][NH:12][CH2:11][CH2:10]3)=[N:7][O:8][C:4]=2[CH:3]=1.Cl[CH2:18][CH2:19][CH2:20][N:21]1[C:25]2[CH:26]=[CH:27][C:28]([C:30](=[O:32])[CH3:31])=[CH:29][C:24]=2[O:23][C:22]1=[O:33].C([O-])([O-])=O.[K+].[K+].C(#N)C>O>[F:1][C:2]1[CH:16]=[CH:15][C:5]2[C:6]([CH:9]3[CH2:10][CH2:11][N:12]([CH2:18][CH2:19][CH2:20][N:21]4[C:25]5[CH:26]=[CH:27][C:28]([C:30](=[O:32])[CH3:31])=[CH:29][C:24]=5[O:23][C:22]4=[O:33])[CH2:13][CH2:14]3)=[N:7][O:8][C:4]=2[CH:3]=1 |f:2.3.4|. Reported procedure: A mixture of 6-fluoro-3-(4-piperidinyl)-1,2-benzisoxazole (2.0 g, 9 mmol), N-(3-chloropropyl)-6-acetyl-2-benzoxazolinone (2.4 g, 9 mmol), K2CO3 (3.6 g), a few crystals of KI, and acetonitrile (50 ml) was stirred and refluxed for 13 hours. The reaction was poured into water, and a dark, brown solid that separated was collected to afford 3.3 g of crude product. The solid was chromatographed on a Waters Prep 500 HPLC. 22 Concentration of appropriate fractions afforded 2.3 g of a yellow solid, and r... Reactants: CCOC(=O)c1nc(C)ccc1Nc1ccnn1C, Cc1nc(N)cs1. Yields the product Cc1ccc(Nc2ccnn2C)c(C(=O)Nc2csc(C)n2)n1. As a reaction SMILES: [CH2:1]([O:2][C:4](=[O:5])[c:6]1[n:7][c:8]([CH3:19])[cH:9][cH:10][c:11]1[NH:12][c:13]1[n:14]([CH3:18])[n:15][cH:16][cH:17]1)[CH3:3].[NH2:20][c:21]1[n:22][c:23]([CH3:26])[s:24][cH:25]1>>[C:4](=[O:5])([c:6]1[n:7][c:8]([CH3:19])[cH:9][cH:10][c:11]1[NH:12][c:13]1[n:14]([CH3:18])[n:15][cH:16][cH:17]1)[NH:20][c:21]1[n:22][c:23]([CH3:26])[s:24][cH:25]1. Starting materials: [H-].[Na+] (NaH), FC1=CC=C(C=C1)CCOC=1C=C2C=CNC2=CC1 (5-[2-(4-fluoro-phenyl)-ethoxy]-1H-indole), FC1=CC=C(CBr)C=C1 (4-fluorobenzylbromide). The solvent is C1CCOC1 (THF). Reaction conditions: time 8 hour. Yields the product FC1=CC=C(CN2C=CC3=CC(=CC=C23)OCCC2=CC=C(C=C2)F)C=C1 (1-(4-fluoro-benzyl)-5-[2-(4-fluoro-phenyl)-ethoxy]-1H-indole). The yield is 70.5%. As a reaction SMILES: [H-].[Na+].[F:3][C:4]1[CH:9]=[CH:8][C:7]([CH2:10][CH2:11][O:12][C:13]2[CH:14]=[C:15]3[C:19](=[CH:20][CH:21]=2)[NH:18][CH:17]=[CH:16]3)=[CH:6][CH:5]=1.[F:22][C:23]1[CH:30]=[CH:29][C:26]([CH2:27]Br)=[CH:25][CH:24]=1>C1COCC1>[F:22][C:23]1[CH:30]=[CH:29][C:26]([CH2:27][N:18]2[C:19]3[C:15](=[CH:14][C:13]([O:12][CH2:11][CH2:10][C:7]4[CH:8]=[CH:9][C:4]([F:3])=[CH:5][CH:6]=4)=[CH:21][CH:20]=3)[CH:16]=[CH:17]2)=[CH:25][CH:24]=1 |f:0.1|. Reported procedure: To 0.2 g of a 60% dispersion of NaH in mineral oil, suspended in 20 ml of anhydrous THF, was added 0.61 g (2.38 mmol) 5-[2-(4-fluoro-phenyl)-ethoxy]-1H-indole from Step 1. The slurry was stirred for 15 min upon which time 0.33 ml (2.6 mmol) 4-fluorobenzylbromide was added. The slurry was stirred overnight. The slurry was concentrated under vacuum and the residue was redissolved in ethyl acetate and washed with brine. The organic phase was dried over MgSO4 and concentrated. The residue was chroma...